This data is from the Open Reaction Database (ORD), a public repository of structured organic reaction records. The task is: describe an organic reaction: reactants, conditions, products, and yield The reactants are BrCC1=CC=C(C=C1)C1=NOC(=C1)C(=O)N (3-(4-bromomethyl-phenyl)-isoxazole-5-carboxylic acid amide), BrCC1=CC=C(C=C1)C1=NOC(=C1)C(=O)N (3-(4-bromomethyl-phenyl)-isoxazole-5-carboxylic acid amide), O (H2O), N1C=CC2=CC=CC=C12 (indole), [H-].[Na+] (NaH). Solvent: CN(C)C=O (DMF), CN(C)C=O (DMF). Reaction conditions: time 20 minute. Product: N1(C=CC2=CC=CC=C12)CC1=CC=C(C=C1)C1=NOC(=C1)C(=O)N (3-(4-indol-1-ylmethyl-phenyl)-isoxazole-5-carboxylic acid amide). Isolated yield 17.7%. Reaction SMILES: [NH:1]1[C:9]2[C:4](=[CH:5][CH:6]=[CH:7][CH:8]=2)[CH:3]=[CH:2]1.[H-].[Na+].Br[CH2:13][C:14]1[CH:19]=[CH:18][C:17]([C:20]2[CH:24]=[C:23]([C:25]([NH2:27])=[O:26])[O:22][N:21]=2)=[CH:16][CH:15]=1.O>CN(C=O)C>[N:1]1([CH2:13][C:14]2[CH:15]=[CH:16][C:17]([C:20]3[CH:24]=[C:23]([C:25]([NH2:27])=[O:26])[O:22][N:21]=3)=[CH:18][CH:19]=2)[C:9]2[C:4](=[CH:5][CH:6]=[CH:7][CH:8]=2)[CH:3]=[CH:2]1 |f:1.2|. Procedure details: To a mixture of indole (13 mg, 0.11 mmol) in DMF (1 mL) was added NaH (60% dispersion; 5 mg, 0.125 mmol). The mixture was stirred for 20 min and then a solution of 3-(4-bromomethyl-phenyl)-isoxazole-5-carboxylic acid amide (which may be prepared as described in Preparation of Intermediate 14; 30 mg, 0.107 mmol) in DMF (1 mL) was added. The reaction mixture was stirred at room temperature overnight. H2O was added and the mixture was extracted with EtOAc (3×25 mL). The combined organic layers were...